From a dataset of the Open Reaction Database (ORD), a public repository of structured organic reaction records. describe an organic reaction: reactants, conditions, products, and yield Reactants: C(C1=CC=CC=C1)OCC(OC1=CC=C(C=C1)[C@H](C(=O)O)NC(=O)OC(C)(C)C)COCC1=CC=CC=C1 ((R)-[4-(2-benzyloxy-1-benzyloxymethyl-ethoxy)-phenyl]-tert-butoxycarbonylamino-acetic acid). Solvent: CO (methanol). Run at time 30 minute. The product is C(C)(C)(C)OC(=O)N[C@@H](C(=O)O)C1=CC=C(C=C1)OC(CO)CO ((R)-tert-butoxycarbonylamino-[4-(2-hydroxy-1-hydroxymethyl-ethoxy)-phenyl]-acetic acid). RXN SMILES: C([O:8][CH2:9][CH:10]([CH2:30][O:31]CC1C=CC=CC=1)[O:11][C:12]1[CH:17]=[CH:16][C:15]([C@@H:18]([NH:22][C:23]([O:25][C:26]([CH3:29])([CH3:28])[CH3:27])=[O:24])[C:19]([OH:21])=[O:20])=[CH:14][CH:13]=1)C1C=CC=CC=1>CO>[C:26]([O:25][C:23]([NH:22][C@H:18]([C:15]1[CH:16]=[CH:17][C:12]([O:11][CH:10]([CH2:9][OH:8])[CH2:30][OH:31])=[CH:13][CH:14]=1)[C:19]([OH:21])=[O:20])=[O:24])([CH3:29])([CH3:28])[CH3:27]. Reported procedure: A hydrogenation vessel containing a solution of (R)-[4-(2-benzyloxy-1-benzyloxymethyl-ethoxy)-phenyl]-tert-butoxycarbonylamino-acetic acid (3.86 g, 7.4 mmol) in methanol (30 mL) was purged with nitrogen and 10% palladium on carbon (300 mg) added. The atmosphere above the methanol solution was exchanged for hydrogen and the reaction mixture stirred vigorously for 30 minutes at ambient temperature. The reaction mixture was filtered through a pad of celite and concentrated in vacuo to give (R)-tert... Starting materials: C(C1=CC=CC=C1)OC1=CC=C(O[C@H]2[C@@H](CN(CC2)C)C2=CC=CC=C2)C=C1 (trans-4-(4-benzyloxyphenoxy)-1-methyl-3-phenylpiperidine), [H][H] (hydrogen). The reagents and catalysts are [Pd] (palladium-on-carbon). The solvent is C(C)O (ethanol), O1CCCC1 (tetrahydrofuran). The product is OC1=CC=C(O[C@H]2[C@@H](CN(CC2)C)C2=CC=CC=C2)C=C1 (Trans-4-(4-hydroxyphenoxy)-1-methyl-3-phenylpiperidine). As a reaction SMILES: C([O:8][C:9]1[CH:28]=[CH:27][C:12]([O:13][C@@H:14]2[CH2:19][CH2:18][N:17]([CH3:20])[CH2:16][C@H:15]2[C:21]2[CH:26]=[CH:25][CH:24]=[CH:23][CH:22]=2)=[CH:11][CH:10]=1)C1C=CC=CC=1.[H][H]>C(O)C.O1CCCC1.[Pd]>[OH:8][C:9]1[CH:28]=[CH:27][C:12]([O:13][C@@H:14]2[CH2:19][CH2:18][N:17]([CH3:20])[CH2:16][C@H:15]2[C:21]2[CH:22]=[CH:23][CH:24]=[CH:25][CH:26]=2)=[CH:11][CH:10]=1. Procedure: A solution of 8.59 g of trans-4-(4-benzyloxyphenoxy)-1-methyl-3-phenylpiperidine in a mixture of 100 ml of absolute ethanol and 50 ml of tetrahydrofuran is hydrogenated overnight over 5% palladium-on-carbon at room temperature under 45 pounds per square inch of hydrogen. The catalyst is filtered and washed with ethanol and ether. The filtrate is concentrated in vacuo to a nearly colorless, partially solidified foam. Trituration of the foam with ether followed by recrystallization from 270 ml of ... The reactants are ClC=1C=C2C(CCOC2=CC1)C(=O)O (6-chlorochroman-4-carboxylic acid), CN(C1=CC=C(C=C1)CNC1=CC=C(C=C1)C(C)C)C ([(4-dimethylaminophenyl)methyl](4-isopropylphenyl)amine). The product is ClC=1C=C2C(CCOC2=CC1)C(=O)N(C1=CC=C(C=C1)C(C)C)CC1=CC=C(C=C1)N(C)C (6-chloro-N-[(4-dimethylaminophenyl)methyl]-N-(4-isopropylphenyl)chroman-4-carboxamide). Yield: 25.1%. RXN SMILES: [Cl:1][C:2]1[CH:3]=[C:4]2[C:9](=[CH:10][CH:11]=1)[O:8][CH2:7][CH2:6][CH:5]2[C:12]([OH:14])=O.[CH3:15][N:16]([CH3:34])[C:17]1[CH:22]=[CH:21][C:20]([CH2:23][NH:24][C:25]2[CH:30]=[CH:29][C:28]([CH:31]([CH3:33])[CH3:32])=[CH:27][CH:26]=2)=[CH:19][CH:18]=1>>[Cl:1][C:2]1[CH:3]=[C:4]2[C:9](=[CH:10][CH:11]=1)[O:8][CH2:7][CH2:6][CH:5]2[C:12]([N:24]([CH2:23][C:20]1[CH:19]=[CH:18][C:17]([N:16]([CH3:34])[CH3:15])=[CH:22][CH:21]=1)[C:25]1[CH:26]=[CH:27][C:28]([CH:31]([CH3:33])[CH3:32])=[CH:29][CH:30]=1)=[O:14]. Reported procedure: By the reaction and treatment in the same manner as in Example 12 using 6-chlorochroman-4-carboxylic acid (0.66 g) and [(4-dimethylaminophenyl)methyl](4-isopropylphenyl)amine (0.83 g) as starting materials, 6-chloro-N-[(4-dimethylaminophenyl)methyl]-N-(4-isopropylphenyl)chroman-4-carboxamide (0.36 g) was obtained. The reactants are FC(C1=CC=C(C=C1)S(=O)(=O)C1=C(C=2C3=C(N(C2C=C1)C)CC1CCC3N1)C(=O)OC(C)(C)C)(F)F (tert-butyl 2-(4-trifluoromethylphenyl)sulfonyl-5-methyl-5,6,7,8,9,10-hexahydro-7,10-epiminocyclohepta[b]indole-carboxylate), C(=O)(C(F)(F)F)O (TFA). The product is FC(C1=CC=C(C=C1)S(=O)(=O)C=1C=C2C3=C(N(C2=CC1)C)CC1CCC3N1)(F)F (2-(4-trifluoromethylphenyl)sulfonyl-5-methyl-5,6,7,8,9,10-hexahydro-7,10-epiminocyclohepta[b]indole). The yield is 95.0%. RXN SMILES: [F:1][C:2]([F:36])([F:35])[C:3]1[CH:8]=[CH:7][C:6]([S:9]([C:12]2[CH:20]=[CH:19][C:18]3[N:17]([CH3:21])[C:16]4[CH2:22][CH:23]5[NH:27][CH:26]([C:15]=4[C:14]=3[C:13]=2C(OC(C)(C)C)=O)[CH2:25][CH2:24]5)(=[O:11])=[O:10])=[CH:5][CH:4]=1.C(O)(C(F)(F)F)=O>>[F:36][C:2]([F:1])([F:35])[C:3]1[CH:8]=[CH:7][C:6]([S:9]([C:12]2[CH:13]=[C:14]3[C:18](=[CH:19][CH:20]=2)[N:17]([CH3:21])[C:16]2[CH2:22][CH:23]4[NH:27][CH:26]([C:15]3=2)[CH2:25][CH2:24]4)(=[O:10])=[O:11])=[CH:5][CH:4]=1. Procedure: The product of step A was subjected to Boc-deprotection with TFA following the procedure of Example 28, step B to give 2-(4-trifluoromethylphenyl)sulfonyl-5-methyl-5,6,7,8,9,10-hexahydro-7,10-epiminocyclohepta[b]indole (100 mg, 95%) as an off-white solid: 1H NMR (CDCl3, 300 MHz) δ 8.03-8.11 (m, 3H), 7.11-7.62 (m, 3H), 7.26-7.30 (m, 1H), 4.74-4.75 (m, 1H), 4.22 (br s, 1H), 3.56 (s, 3H), 3.26-3.31 (m, 1H), 2.56-2.62 (m, 1H), 1.99-2.28 (m, 3H), 1.59-1.64 (m, 1H). Reactants: C(#N)N=C(N)N (dicyanodiamide), C(C)(=O)O (acetic acid), C(#N)N=C(N)N (dicyanodiamide), C(C)(=O)O.C(=N)N (formamidine acetate), ClC1=C(C=C(C=C1)[N+](=O)[O-])[N+](=O)[O-] (1-chloro-2,4-dinitrobenzene). Reagents/catalysts: [Ni] (Raney nickel). Run in CO (methanol). The product is ClC1=C(C=C(C=C1)N)N (1-Chloro-2,4-diaminobenzene), 1-Chloro-2,4-acetamidobenzene. RXN SMILES: C(N=C(N)N)#N.C(O)(=O)C.C(O)(=O)C.C(N)=N.[Cl:18][C:19]1[CH:24]=[CH:23][C:22]([N+:25]([O-])=O)=[CH:21][C:20]=1[N+:28]([O-])=O>[Ni].CO>[Cl:18][C:19]1[CH:24]=[CH:23][C:22]([NH2:25])=[CH:21][C:20]=1[NH2:28] |f:2.3|. Procedure: 3 g of dicyanodiamide, 3 g of acetic acid, 2 g of Raney nickel (60%, aqueous), and 120 ml of methanol are introduced in an autoclave equipped with gas introduction stirrer. Under a hydrogen pressure of 4 bar and a temperature of 25° C., the dicyanodiamide is hydrogenated to the formamidine acetate. 40.8 g of 1-chloro-2,4-dinitrobenzene are then added to the autoclave, and the hydrogenation is carried out at a pressure of 10 bar and a temperature of 60° C. The hydrogenation time is 11/4 hours. 1-... The solvent is C(C)O (ethanol). The reactants are Cl (hydrochloric acid), C(C)OC=1C=C(CN2C=C(C(=C2)C2=CC=CC=C2)CCC(=O)OCC)C=C(C1)OCC=1N=C(SC1)C1=CC=CC=C1 (ethyl 3-[1-[3-ethoxy-5-(2-phenyl-4-thiazolylmethoxy)benzyl]-4-phenyl-3-pyrrolyl]propionate), [OH-].[Na+] (sodium hydroxide), O1CCCC1 (tetrahydrofuran). Yields the product C(C)OC=1C=C(CN2C=C(C(=C2)C2=CC=CC=C2)CCC(=O)O)C=C(C1)OCC=1N=C(SC1)C1=CC=CC=C1 (3-[1-[3-ethoxy-5-(2-phenyl-4-thiazolylmethoxy)benzyl]-4-phenyl-3-pyrrolyl]propionic acid). Reported procedure: After a mixture of ethyl 3-[1-[3-ethoxy-5-(2-phenyl-4-thiazolylmethoxy)benzyl]-4-phenyl-3-pyrrolyl]propionate (595 mg), 1N aqueous sodium hydroxide solution (2.5 ml), tetrahydrofuran (5 ml) and ethanol (5 ml) was stirred at room temperature for 2 hours, 1 N hydrochloric acid (2.5 ml) was added to the mixture, and then the mixture was extracted with ethyl acetate. The ethyl acetate layer was washed with saturated aqueous sodium chloride solution, dried (MgSO4) and concentrated. The resulting colo... The yield is 95.1%. Conditions: time 2 hour. As a reaction SMILES: [CH2:1]([O:3][C:4]1[CH:5]=[C:6]([CH:26]=[C:27]([O:29][CH2:30][C:31]2[N:32]=[C:33]([C:36]3[CH:41]=[CH:40][CH:39]=[CH:38][CH:37]=3)[S:34][CH:35]=2)[CH:28]=1)[CH2:7][N:8]1[CH:12]=[C:11]([C:13]2[CH:18]=[CH:17][CH:16]=[CH:15][CH:14]=2)[C:10]([CH2:19][CH2:20][C:21]([O:23]CC)=[O:22])=[CH:9]1)[CH3:2].[OH-].[Na+].O1CCCC1.Cl>C(O)C>[CH2:1]([O:3][C:4]1[CH:5]=[C:6]([CH:26]=[C:27]([O:29][CH2:30][C:31]2[N:32]=[C:33]([C:36]3[CH:41]=[CH:40][CH:39]=[CH:38][CH:37]=3)[S:34][CH:35]=2)[CH:28]=1)[CH2:7][N:8]1[CH:12]=[C:11]([C:13]2[CH:18]=[CH:17][CH:16]=[CH:15][CH:14]=2)[C:10]([CH2:19][CH2:20][C:21]([OH:23])=[O:22])=[CH:9]1)[CH3:2] |f:1.2|.